From a dataset of the Open Reaction Database (ORD), a public repository of structured organic reaction records. describe an organic reaction: reactants, conditions, products, and yield Reaction SMILES: C(OC([NH:11][C:12](=[O:22])[C@@H:13]([C@H:15]([CH3:21])[O:16][C:17]([CH3:20])([CH3:19])[CH3:18])[NH2:14])=O)C1C=CC=CC=1.[H][H]>CO.[Pd]>[C:17]([O:16][C@@H:15]([CH3:21])[C@H:13]([C:12]([NH2:11])=[O:22])[NH2:14])([CH3:20])([CH3:18])[CH3:19]. Reported procedure: 10% Pd/C (1.5 g) is added to a solution of the compound obtained in step (a) in MeOH (200 ml), and hydrogen is bubbled through the reaction mixture for 1.5 h, checking the disappearance of the starting compound by tlc. When the reaction is over, excess hydrogen is removed by passing a nitrogen stream through the mixture, the reaction mixture is filtered over celite and the filtrate is concentrated to dryness thus yielding O-tert-butyl-D-threonineamide (2.55 g, 99%). Both mass and NMR spectra con... The reagents and catalysts are [Pd] (Pd/C). Reactants: C(C1=CC=CC=C1)OC(=O)NC([C@H](N)[C@@H](OC(C)(C)C)C)=O (N-benzyloxycarbonyl-O-tert-butyl-D-threonineamide), [H][H] (hydrogen). The product is C(C)(C)(C)O[C@H]([C@@H](N)C(=O)N)C (O-tert-butyl-D-threonineamide). The solvent is CO (MeOH).